Dataset: the Open Reaction Database (ORD), a public repository of structured organic reaction records. Task: describe an organic reaction: reactants, conditions, products, and yield Starting materials: CC(C)(C)OC(=O)Nc1ccc(Br)c2ccccc12, C1CCOC1, [Li]CCCC, CN(C)C=O, O. The product is CC(C)(C)OC(=O)Nc1ccc(C=O)c2ccccc12. RXN SMILES: [Br:1][c:2]1[cH:3][cH:4][c:5]([NH:12][C:13]([O:14][C:15]([CH3:16])([CH3:17])[CH3:18])=[O:19])[c:6]2[cH:7][cH:8][cH:9][cH:10][c:11]12.[CH2:31]1[O:32][CH2:33][CH2:34][CH2:35]1.[CH3:20][CH2:21][CH2:22][CH2:23][Li:24].[O:25]=[CH:26][N:27]([CH3:28])[CH3:29].[OH2:30]>>[c:2]1([CH:26]=[O:25])[cH:3][cH:4][c:5]([NH:12][C:13]([O:14][C:15]([CH3:16])([CH3:17])[CH3:18])=[O:19])[c:6]2[cH:7][cH:8][cH:9][cH:10][c:11]12.